Dataset: the Open Reaction Database (ORD), a public repository of structured organic reaction records. Task: describe an organic reaction: reactants, conditions, products, and yield Reported procedure: 6-Bromomethyl-7-(2,2-dimethyl-propyl)-7H-pyrrolo[2,3-d]pyrimidine-2-carbonitrile (1.0 g, 3.25 mmol) and 1,3-dioxo-2,8-diaza-spiro[4.5]decane-8-carboxylic acid tert-butyl ester (0.82 g, 3.42 mmol) are dissolved in DMF (15 ml) and potassium carbonate (0.58 g, 4.23 mmol) is added to the solution. The reaction mixture is stirred at room temperature for 15 h and quenched with saturated ammonium chloride and extracted with ethyl acetate. The combined extracts are washed with H2O, brine and dried over ... As a reaction SMILES: Br[CH2:2][C:3]1[N:13]([CH2:14][C:15]([CH3:18])([CH3:17])[CH3:16])[C:6]2[N:7]=[C:8]([C:11]#[N:12])[N:9]=[CH:10][C:5]=2[CH:4]=1.[C:19]([O:23][C:24]([N:26]1[CH2:37][CH2:36][C:29]2([C:33](=[O:34])[NH:32][C:31](=[O:35])[CH2:30]2)[CH2:28][CH2:27]1)=[O:25])([CH3:22])([CH3:21])[CH3:20].C(=O)([O-])[O-].[K+].[K+]>CN(C=O)C>[C:19]([O:23][C:24]([N:26]1[CH2:27][CH2:28][C:29]2([C:33](=[O:34])[N:32]([CH2:2][C:3]3[N:13]([CH2:14][C:15]([CH3:18])([CH3:17])[CH3:16])[C:6]4[N:7]=[C:8]([C:11]#[N:12])[N:9]=[CH:10][C:5]=4[CH:4]=3)[C:31](=[O:35])[CH2:30]2)[CH2:36][CH2:37]1)=[O:25])([CH3:22])([CH3:20])[CH3:21] |f:2.3.4|. Starting materials: BrCC1=CC2=C(N=C(N=C2)C#N)N1CC(C)(C)C (6-Bromomethyl-7-(2,2-dimethyl-propyl)-7H-pyrrolo[2,3-d]pyrimidine-2-carbonitrile), C(C)(C)(C)OC(=O)N1CCC2(CC(NC2=O)=O)CC1 (1,3-dioxo-2,8-diaza-spiro[4.5]decane-8-carboxylic acid tert-butyl ester), C([O-])([O-])=O.[K+].[K+] (potassium carbonate). Run at time 15 hour. Product: C(C)(C)(C)OC(=O)N1CCC2(CC(N(C2=O)CC2=CC3=C(N=C(N=C3)C#N)N2CC(C)(C)C)=O)CC1 (2-[2-cyano-7-(2,2-dimethyl-propyl)-7H-pyrrolo[2,3-d]pyrimidin-6-ylmethyl]-1,3-dioxo-2,8-diaza-spiro[4.5]decane-8-carboxylic acid tert-butyl ester). Isolated yield 97.1%. The solvent is CN(C)C=O (DMF). Reactants: OCC1=CC2=C(CCCC(C2)N(C[C@@H](COC2=CC=CC=C2)O[Si](CC)(CC)CC)C(=O)OC(C)(C)C)C=C1 (N-(3-hydroxymethyl-6,7,8,9-tetrahydro-5H-benzocyclohepten-6-yl)-N-[(2S)-3-phenoxy-2-(triethyl-silyloxy)propyl]-tert-butoxycarbonylamine), Cl (hydrogen chloride). Solvent: C(C)(=O)OCC (ethyl acetate). Conditions: time 1 hour. The product is Cl.OCC1=CC2=C(CCCC(C2)NC[C@@H](COC2=CC=CC=C2)O)C=C1 ((2S)-1-(3-hydroxymethyl-6,7,8,9-tetrahydro-5H-benzocyclohepten-6-yl)amino-3-phenoxy-2-propanol hydrochloride). As a reaction SMILES: [OH:1][CH2:2][C:3]1[CH:39]=[CH:38][C:6]2[CH2:7][CH2:8][CH2:9][CH:10]([N:12](C(OC(C)(C)C)=O)[CH2:13][C@H:14]([O:23][Si](CC)(CC)CC)[CH2:15][O:16][C:17]3[CH:22]=[CH:21][CH:20]=[CH:19][CH:18]=3)[CH2:11][C:5]=2[CH:4]=1.[ClH:40]>C(OCC)(=O)C>[ClH:40].[OH:1][CH2:2][C:3]1[CH:39]=[CH:38][C:6]2[CH2:7][CH2:8][CH2:9][CH:10]([NH:12][CH2:13][C@H:14]([OH:23])[CH2:15][O:16][C:17]3[CH:22]=[CH:21][CH:20]=[CH:19][CH:18]=3)[CH2:11][C:5]=2[CH:4]=1 |f:3.4|. Procedure: To N-(3-hydroxymethyl-6,7,8,9-tetrahydro-5H-benzocyclohepten-6-yl)-N-[(2S)-3-phenoxy-2-(triethyl-silyloxy)propyl]-tert-butoxycarbonylamine (200 mg) was added 4N hydrogen chloride in ethyl acetate (6 ml) at room temperature, and the mixture was stirred at the same temperature for 1 hour. After evaporation in vacuo, the residue was dissolved into a mixture of saturated aqueous sodium hydrogencarbonate and ethyl acetate. After separation, the organic layer was washed with brine, dried over anhydrou... Reactants: N[C@@H](CC1=CNC2=CC=CC=C12)C(=O)OC (Trp-OMe), C(=O)=O (carbonic anhydride), peptide, N([C@@H](CO)C(=O)O)C(=O)OCC1=CC=CC=C1 (Z-Ser-OH). The product is dipeptide Ser-Trp, N([C@@H](CO)C(=O)N[C@@H](CC1=CNC2=CC=CC=C12)C(=O)OC)C(=O)OCC1=CC=CC=C1 (Z-Ser-Trp-OMe). Reaction SMILES: [NH:1]([C:8]([O:10][CH2:11][C:12]1[CH:17]=[CH:16][CH:15]=[CH:14][CH:13]=1)=[O:9])[C@H:2]([C:5]([OH:7])=O)[CH2:3][OH:4].[NH2:18][C@H:19]([C:30]([O:32][CH3:33])=[O:31])[CH2:20][C:21]1[C:29]2[C:24](=[CH:25][CH:26]=[CH:27][CH:28]=2)[NH:23][CH:22]=1.C(=O)=O>>[NH:1]([C:8]([O:10][CH2:11][C:12]1[CH:17]=[CH:16][CH:15]=[CH:14][CH:13]=1)=[O:9])[C@H:2]([C:5]([NH:18][C@H:19]([C:30]([O:32][CH3:33])=[O:31])[CH2:20][C:21]1[C:29]2[C:24](=[CH:25][CH:26]=[CH:27][CH:28]=2)[NH:23][CH:22]=1)=[O:7])[CH2:3][OH:4]. Procedure details: The dipeptide Ser-Trp was synthesized according to standard peptide technology. In a first step Z-Ser-OH and Trp-OMe were coupled via the carbonic anhydride methodology (J. Am. Chem. Soc. 1967, 5012) to yield the protected dipetide Z-Ser-Trp-OMe. To that end Trp-OMe.HCl was suspended in tetrahydrofuran (THF) and subsequently N-methylmorpholine (NMM) was added. The mixture was stirred for one hour and subsequently added to a solution of Z-Ser in tetrahydrofuran/dimethylformamide (THF/DMF). A seco... Reactants: C(CCC)OC(=O)C=1N=C(C2=CC(=CC=C2C1O)OC1=CC2=C(OCO2)C=C1)C#N (7-(benzo[1,3]dioxol-5-yloxy)-1-cyano-4-hydroxy-isoquinoline-3-carboxylic acid butyl ester), NCC(=O)O (glycine). The product is O1COC2=C1C=CC(=C2)OC2=CC=C1C(=C(N=C(C1=C2)C#N)C(=O)NCC(=O)O)O ({[7-(Benzo[1,3]dioxol-5-yloxy)-1-cyano-4-hydroxy-isoquinoline-3-carbonyl]-amino}-acetic acid). Reaction SMILES: C(O[C:6]([C:8]1[N:9]=[C:10]([C:29]#[N:30])[C:11]2[C:16]([C:17]=1[OH:18])=[CH:15][CH:14]=[C:13]([O:19][C:20]1[CH:28]=[CH:27][C:23]3[O:24][CH2:25][O:26][C:22]=3[CH:21]=1)[CH:12]=2)=[O:7])CCC.[NH2:31][CH2:32][C:33]([OH:35])=[O:34]>>[O:24]1[C:23]2[CH:27]=[CH:28][C:20]([O:19][C:13]3[CH:12]=[C:11]4[C:16]([C:17]([OH:18])=[C:8]([C:6]([NH:31][CH2:32][C:33]([OH:35])=[O:34])=[O:7])[N:9]=[C:10]4[C:29]#[N:30])=[CH:15][CH:14]=3)=[CH:21][C:22]=2[O:26][CH2:25]1. Procedure: Prepared in analogy to example 31h from 7-(benzo[1,3]dioxol-5-yloxy)-1-cyano-4-hydroxy-isoquinoline-3-carboxylic acid butyl ester and glycine. ESI MS (m/z): 406 (M−H)−. Starting materials: C([O-])(O)=O.[Na+] (sodium bicarbonate), O (Water), FC(C(=O)O)(F)F (Trifluoroacetic acid), C(C)(C)(C)OC(=O)N(C=1NC2=C(N1)C=CC(=C2)OS(=O)(=O)C2=CC=C(C=C2)F)CC2=CC(=C(C=C2)OC)Cl (4-fluoro-benzenesulfonic acid 2-[tert-butoxycarbonyl-(3-chloro-4-methoxy-benzyl)-amino]-3H-benzoimidazol-5-yl ester). The solvent is ClCCl (dichloromethane). Product: FC1=CC=C(C=C1)S(=O)(=O)O (4-fluoro-benzenesulfonic acid), 3-(chloro-4-methoxy-benzylamino)-3H-benzoimidazol-5-yl ester. Reaction SMILES: FC(F)(F)C(O)=O.C(OC(N(CC1C=CC(OC)=C(Cl)C=1)C1NC2C=C([O:25][S:26]([C:29]3[CH:34]=[CH:33][C:32]([F:35])=[CH:31][CH:30]=3)(=[O:28])=[O:27])C=CC=2N=1)=O)(C)(C)C.C(=O)(O)[O-].[Na+].O>ClCCl>[F:35][C:32]1[CH:31]=[CH:30][C:29]([S:26]([OH:28])(=[O:25])=[O:27])=[CH:34][CH:33]=1 |f:2.3|. Procedure: Trifluoroacetic acid (1 ml) was added to a solution of 4-fluoro-benzenesulfonic acid 2-[tert-butoxycarbonyl-(3-chloro-4-methoxy-benzyl)-amino]-3H-benzoimidazol-5-yl ester (67 mg) in dichloromethane (4 ml). After cooling, the mixture was neutralised by addition of saturated sodium bicarbonate solution. Water (10 ml) was added and the solution extracted three times with dichloromethane (10 ml). The combined extracts were dried over magnesium sulfate and then evaporated. The residue was subjected t... Procedure details: 292 g (1.08 moles) of ethyl 2-chloro-2-(o-methylbenzyl)-acetoacetate were added dropwise to 4.85 moles of 25% strength aqueous NaOH solution in the course of 1 hour. The refluxed mixture was then stirred for a further 6 hours. The reaction solution was reacted twice by shaking with toluene and then acidified with semiconcentrated hydrochloric acid, and the precipitate which had separated out was filtered off under suction. It was rinsed with water and toluene and dried in a drying oven. 157 g (9... Yields the product CC1=C(C=CC(=O)O)C=CC=C1 (o-methylcinnamic acid). Starting materials: ClC(C(=O)OCC)(C(=O)C)CC1=C(C=CC=C1)C (ethyl 2-chloro-2-(o-methylbenzyl)-acetoacetate), [OH-].[Na+] (NaOH), Cl (hydrochloric acid). As a reaction SMILES: Cl[C:2]([CH2:11][C:12]1[CH:17]=[CH:16][CH:15]=[CH:14][C:13]=1[CH3:18])(C(C)=O)[C:3]([O:5]CC)=[O:4].[OH-].[Na+].Cl>C1(C)C=CC=CC=1>[CH3:18][C:13]1[CH:14]=[CH:15][CH:16]=[CH:17][C:12]=1[CH:11]=[CH:2][C:3]([OH:5])=[O:4] |f:1.2|. Solvent: C1(=CC=CC=C1)C (toluene). Reaction conditions: time 6 hour. The reactants are O=C1N(c2cc(Cl)cc(Cl)c2)C(=O)C2(Cc3ccc(Br)cc3)CNCCN12, CC(C)(C)OC(=O)CBr, C1CCOC1, CCN(C(C)C)C(C)C. Yields the product CC(C)(C)OC(=O)CN1CCN2C(=O)N(c3cc(Cl)cc(Cl)c3)C(=O)C2(Cc2ccc(Br)cc2)C1. Reaction SMILES: [Br:1][c:2]1[cH:3][cH:4][c:5]([CH2:6][C:7]23[CH2:8][NH:9][CH2:10][CH2:11][N:12]2[C:13](=[O:25])[N:14]([c:17]2[cH:18][c:19]([Cl:24])[cH:20][c:21]([Cl:23])[cH:22]2)[C:15]3=[O:16])[cH:26][cH:27]1.[Br:37][CH2:38][C:39](=[O:40])[O:41][C:42]([CH3:43])([CH3:44])[CH3:45].[CH2:46]1[O:47][CH2:48][CH2:49][CH2:50]1.[CH:28]([N:29]([CH2:30][CH3:31])[CH:32]([CH3:33])[CH3:34])([CH3:35])[CH3:36]>>[Br:1][c:2]1[cH:3][cH:4][c:5]([CH2:6][C:7]23[CH2:8][N:9]([CH2:38][C:39](=[O:40])[O:41][C:42]([CH3:43])([CH3:44])[CH3:45])[CH2:10][CH2:11][N:12]2[C:13](=[O:25])[N:14]([c:17]2[cH:18][c:19]([Cl:24])[cH:20][c:21]([Cl:23])[cH:22]2)[C:15]3=[O:16])[cH:26][cH:27]1.